Dataset: the Open Reaction Database (ORD), a public repository of structured organic reaction records. Task: describe an organic reaction: reactants, conditions, products, and yield Starting materials: Cl (hydrogen chloride), C(C)O (Ethanol), NC1(CCCCC1)C(=O)O (1-Aminocyclohexanecarboxylic acid). Reaction conditions: time 72 hour. Yields the product NC1(CCCCC1)C(=O)OCC (ethyl 1-aminocyclohexanecarboxylate). As a reaction SMILES: Cl.[NH2:2][C:3]1([C:9]([OH:11])=[O:10])[CH2:8][CH2:7][CH2:6][CH2:5][CH2:4]1.[CH2:12](O)[CH3:13]>>[NH2:2][C:3]1([C:9]([O:11][CH2:12][CH3:13])=[O:10])[CH2:8][CH2:7][CH2:6][CH2:5][CH2:4]1. Reported procedure: Ethanol (4 l) was saturated at 0°-5° C. over 4 hours with hydrogen chloride. 1-Aminocyclohexanecarboxylic acid (600 g) was added in one portion and the mixture was stirred and heated under reflux for 8 hours, then allowed to stand at ambient temperature for 72 hours. The solvent was removed in vacuo and the residue was dissolved in ice-water (1 l) and basified to pH 8-9 at 0°-5° C. by the addition of 2M aqueous sodium hydroxide solution. The product was extracted into dichloromethane (4×300 ml) ... Starting materials: CCCCc1nc(I)c(C=O)n1Cc1ccc(C(=O)OC)c2ccccc12, CC(=O)[O-], CCOC(C)=O, [K+]. Reaction SMILES: [CH3:1][O:2][C:3](=[O:4])[c:5]1[cH:6][cH:7][c:8]([CH2:15][n:16]2[c:17]([CH2:24][CH2:25][CH2:26][CH3:27])[n:18][c:19]([I:23])[c:20]2[CH:21]=[O:22])[c:9]2[cH:10][cH:11][cH:12][cH:13][c:14]12.[CH3:29][C:30](=[O:31])[O-:32].[CH3:33][CH2:34][O:35][C:36](=[O:37])[CH3:38].[K+:28]>>[CH3:1][O:2][C:3](=[O:4])[c:5]1[cH:6][cH:7][c:8]([CH2:15][n:16]2[c:17]([CH2:24][CH2:25][CH2:26][CH3:27])[n:18][cH:19][c:20]2[CH:21]=[O:22])[c:9]2[cH:10][cH:11][cH:12][cH:13][c:14]12. Yields the product CCCCc1ncc(C=O)n1Cc1ccc(C(=O)OC)c2ccccc12.